Dataset: the Open Reaction Database (ORD), a public repository of structured organic reaction records. Task: describe an organic reaction: reactants, conditions, products, and yield Reaction conditions: time 30 minute. Isolated yield 12.1%. Solvent: CN(C)C=O (DMF). Yields the product CN1C(=NC2=CC=CC(=C2C1=O)C)SCC1=CC=C(C=C1)C(C1=CC=C(C=C1)CSC1=NN=NN1CCN(C)C)=O (3,5-Dimethyl-2-[4-[4-[[1-(2-dimethylaminoethyl)-1H-tetrazol-5-yl]thiomethyl]benzoyl]benzylthio]-4(3H)-quinazolinone). Reactants: CN1C(=NC2=CC=CC(=C2C1=O)C)S (3,5-dimethyl-2-mercapto-4(3H)-quinazolinone), BrCC1=CC=C(C(=O)C2=CC=C(C=C2)CBr)C=C1 (4,4'-bis(bromomethyl) benzophenone), CN(CCN1N=NN=C1S)C (1-(2-dimethylaminoethyl)-5-mercapto-1H-tetrazole), [OH-].[Na+].O (sodium hydroxide water). Procedure details: In DMF (20 ml) were dissolved 3,5-dimethyl-2-mercapto-4(3H)-quinazolinone (1.03 g), 4,4'-bis(bromomethyl) benzophenone (1.75 g), 1-(2-dimethylaminoethyl)-5-mercapto-1H-tetrazole (865 mg), and 1N-sodium hydroxide/water (11 ml) and the solution was stirred at room temperature for 30 minutes. This reaction mixture was concentrated and the residue was dissolved in ethyl acetate, washed with water, dried, and concentrated. The residue was purified by silica gel column chromatography (chloroform: meth... RXN SMILES: [CH3:1][N:2]1[C:11](=[O:12])[C:10]2[C:5](=[CH:6][CH:7]=[CH:8][C:9]=2[CH3:13])[N:4]=[C:3]1[SH:14].Br[CH2:16][C:17]1[CH:32]=[CH:31][C:20]([C:21]([C:23]2[CH:28]=[CH:27][C:26]([CH2:29]Br)=[CH:25][CH:24]=2)=[O:22])=[CH:19][CH:18]=1.[CH3:33][N:34]([CH3:43])[CH2:35][CH2:36][N:37]1[C:41]([SH:42])=[N:40][N:39]=[N:38]1.[OH-].[Na+].O>CN(C=O)C>[CH3:1][N:2]1[C:11](=[O:12])[C:10]2[C:5](=[CH:6][CH:7]=[CH:8][C:9]=2[CH3:13])[N:4]=[C:3]1[S:14][CH2:16][C:17]1[CH:32]=[CH:31][C:20]([C:21](=[O:22])[C:23]2[CH:28]=[CH:27][C:26]([CH2:29][S:42][C:41]3[N:37]([CH2:36][CH2:35][N:34]([CH3:43])[CH3:33])[N:38]=[N:39][N:40]=3)=[CH:25][CH:24]=2)=[CH:19][CH:18]=1 |f:3.4.5|. The reactants are COc1cccc(C)c1CBr, O=C([O-])O, C1CCOC1, C[Si](C)(C)[N-][Si](C)(C)C, O=C(Nc1cc[nH]n1)c1c(F)cccc1F, [Li+], [Na+]. Yields the product COc1cccc(C)c1Cn1ccc(NC(=O)c2c(F)cccc2F)n1. Reaction SMILES: [Br:27][CH2:28][c:29]1[c:30]([CH3:37])[cH:31][cH:32][cH:33][c:34]1[O:35][CH3:36].[C:38](=[O:39])([OH:40])[O-:41].[CH2:43]1[O:44][CH2:45][CH2:46][CH2:47]1.[CH3:17][Si:18]([N-:19][Si:20]([CH3:21])([CH3:22])[CH3:23])([CH3:24])[CH3:25].[F:1][c:2]1[c:3]([C:4](=[O:5])[NH:6][c:7]2[n:8][nH:9][cH:10][cH:11]2)[c:12]([F:16])[cH:13][cH:14][cH:15]1.[Li+:26].[Na+:42]>>[F:1][c:2]1[c:3]([C:4](=[O:5])[NH:6][c:7]2[n:8][n:9]([CH2:28][c:29]3[c:30]([CH3:37])[cH:31][cH:32][cH:33][c:34]3[O:35][CH3:36])[cH:10][cH:11]2)[c:12]([F:16])[cH:13][cH:14][cH:15]1.